Dataset: the Open Reaction Database (ORD), a public repository of structured organic reaction records. Task: describe an organic reaction: reactants, conditions, products, and yield Starting materials: C(C)OC(=O)C1=CC2=C(N(C(=N2)C=2C=C3C=CC(=NC3=CC2)C(NC(C)C(N)=O)=O)C2CCCCC2)C=C1 (2-[2-(1-Carbamoylethylcarbamoyl)quinolin-6-yl]-1-cyclohexyl-1H-benzimidazole-5-carboxylic acid ethyl ester), N[C@@H](CC1=CC=CC=C1)C(=O)N (L-phenylalaninamide), C(N)(=O)C(C)NC(=O)C1=NC2=CC=C(C=C2C=C1)C1=NC2=C(N1C1CCCCC1)C=CC(=C2)C(=O)O (2-[2-(1-Carbamoylethylcarbamoyl)quinolin-6-yl]-1-cyclohexyl-1H-benzimidazole-5-carboxylic acid). Product: C(N)(=O)C(CC1=CC=CC=C1)NC(=O)C1=NC2=CC=C(C=C2C=C1)C1=NC2=C(N1C1CCCCC1)C=CC(=C2)C(=O)O (2-[2-(1-Carbamoyl-2-phenylethylcarbamoyl)quinolin-6-yl]-1-cyclohexyl-1H-benzimidazole-5-carboxylic acid). RXN SMILES: C([O:3][C:4]([C:6]1[CH:38]=[CH:37][C:9]2[N:10]([CH:31]3[CH2:36][CH2:35][CH2:34][CH2:33][CH2:32]3)[C:11]([C:13]3[CH:14]=[C:15]4[C:20](=[CH:21][CH:22]=3)[N:19]=[C:18]([C:23](=[O:30])[NH:24][CH:25]([C:27](=[O:29])[NH2:28])[CH3:26])[CH:17]=[CH:16]4)=[N:12][C:8]=2[CH:7]=1)=[O:5])C.N[C@H](C(N)=O)C[C:42]1[CH:47]=[CH:46][CH:45]=[CH:44][CH:43]=1.C(C(NC(C1C=CC2C(=CC=C(C3N(C4CCCCC4)C4C=CC(C(O)=O)=CC=4N=3)C=2)N=1)=O)C)(=O)N>>[C:27]([CH:25]([NH:24][C:23]([C:18]1[CH:17]=[CH:16][C:15]2[C:20](=[CH:21][CH:22]=[C:13]([C:11]3[N:10]([CH:31]4[CH2:36][CH2:35][CH2:34][CH2:33][CH2:32]4)[C:9]4[CH:37]=[CH:38][C:6]([C:4]([OH:3])=[O:5])=[CH:7][C:8]=4[N:12]=3)[CH:14]=2)[N:19]=1)=[O:30])[CH2:26][C:42]1[CH:47]=[CH:46][CH:45]=[CH:44][CH:43]=1)(=[O:29])[NH2:28]. Procedure: The title compound (5 mg yield) was prepared as described for Compound 497a using L-phenylalaninamide in place of L-alaninamide and hydrolyzed as described for Compound 497.